Dataset: the Open Reaction Database (ORD), a public repository of structured organic reaction records. Task: describe an organic reaction: reactants, conditions, products, and yield Starting materials: CCO, COc1ccc(C2CC(=O)N(c3cccc(C#N)c3)C2)cc1OC1CCCC1, [Na+], [OH-], OO, O=S(=O)(O)O. Yields the product COc1ccc(C2CC(=O)N(c3cccc(C(N)=O)c3)C2)cc1OC1CCCC1. RXN SMILES: [CH3:38][CH2:39][OH:40].[CH:1]1([O:6][c:7]2[cH:8][c:9]([CH:15]3[CH2:16][C:17](=[O:28])[N:18]([c:20]4[cH:21][c:22]([C:23]#[N:24])[cH:25][cH:26][cH:27]4)[CH2:19]3)[cH:10][cH:11][c:12]2[O:13][CH3:14])[CH2:2][CH2:3][CH2:4][CH2:5]1.[Na+:30].[OH-:29].[OH:31][OH:32].[S:33]([OH:34])(=[O:35])(=[O:36])[OH:37]>>[CH:1]1([O:6][c:7]2[cH:8][c:9]([CH:15]3[CH2:16][C:17](=[O:28])[N:18]([c:20]4[cH:21][c:22]([C:23]([NH2:24])=[O:34])[cH:25][cH:26][cH:27]4)[CH2:19]3)[cH:10][cH:11][c:12]2[O:13][CH3:14])[CH2:2][CH2:3][CH2:4][CH2:5]1.